Dataset: the Open Reaction Database (ORD), a public repository of structured organic reaction records. Task: describe an organic reaction: reactants, conditions, products, and yield Reactants: CC1=NC=2C(=NC(=CC2C)C)N1CC1=CC=C(C=C1)NCC1CCNCC1 (4-[4-(2,5,7-Trimethyl-3H-imidazo[4,5-b]pyridin-3-ylmethyl)phenylamino]methylpiperidine), CC(=O)C (acetone), [OH-].[Na+] (sodium hydroxide), C(C)(=O)O[BH-](OC(C)=O)OC(C)=O.[Na+] (sodium triacetoxyborohydride). Solvent: ClCCCl (1,2-dichloroethane). Reaction conditions: time 20 minute. Yields the product CC1=NC=2C(=NC(=CC2C)C)N1CC1=CC=C(C=C1)NCC1CCN(CC1)C(C)C (4-[4-(2,5,7-Trimethyl-3H-imidazo[4,5-b]pyridin-3-ylmethyl)phenylamino]methyl-1-(1-methylethyl)piperidine). Isolated yield 52.6%. RXN SMILES: [CH3:1][C:2]1[N:12]([CH2:13][C:14]2[CH:19]=[CH:18][C:17]([NH:20][CH2:21][CH:22]3[CH2:27][CH2:26][NH:25][CH2:24][CH2:23]3)=[CH:16][CH:15]=2)[C:5]2=[N:6][C:7]([CH3:11])=[CH:8][C:9]([CH3:10])=[C:4]2[N:3]=1.[CH3:28][C:29]([CH3:31])=O.C(O[BH-](OC(=O)C)OC(=O)C)(=O)C.[Na+].[OH-].[Na+]>ClCCCl>[CH3:1][C:2]1[N:12]([CH2:13][C:14]2[CH:19]=[CH:18][C:17]([NH:20][CH2:21][CH:22]3[CH2:23][CH2:24][N:25]([CH:29]([CH3:31])[CH3:28])[CH2:26][CH2:27]3)=[CH:16][CH:15]=2)[C:5]2=[N:6][C:7]([CH3:11])=[CH:8][C:9]([CH3:10])=[C:4]2[N:3]=1 |f:2.3,4.5|. Reported procedure: A solution of Compound 157 (0.350 g, 0.97 mmol) in 1,2-dichloroethane was added with acetone (0.106 mL, 1.46 mmol) followed by stirring for 20 minutes. The mixture was added with sodium triacetoxyborohydride (0.616 g, 2.91 mmol) followed by stirring at room temperature overnight. The reaction mixture was added with a 2 mol/L aqueous sodium hydroxide solution and extracted with dichloromethane three times. The organic layer was dried over anhydrous magnesium sulfate and concentrated under reduced... The reactants are NC1=CC=C(C(=O)NC2CN(CC2)C2CCCCC2)C=C1 (4-amino-N-(1-cyclohexyl-3-pyrrolidinyl)benzamide), C(C)(=O)OC(C)=O (acetic anhydride). Solvent: C(Cl)(Cl)Cl (chloroform). Yields the product C1(CCCCC1)N1CC(CC1)NC(C1=CC=C(C=C1)NC(C)=O)=O (N-(1-Cyclohexyl-3-pyrrolidinyl)-4-acetamidobenzamide). The yield is 50.0%. RXN SMILES: [NH2:1][C:2]1[CH:21]=[CH:20][C:5]([C:6]([NH:8][CH:9]2[CH2:13][CH2:12][N:11]([CH:14]3[CH2:19][CH2:18][CH2:17][CH2:16][CH2:15]3)[CH2:10]2)=[O:7])=[CH:4][CH:3]=1.[C:22](OC(=O)C)(=[O:24])[CH3:23]>C(Cl)(Cl)Cl>[CH:14]1([N:11]2[CH2:12][CH2:13][CH:9]([NH:8][C:6](=[O:7])[C:5]3[CH:20]=[CH:21][C:2]([NH:1][C:22](=[O:24])[CH3:23])=[CH:3][CH:4]=3)[CH2:10]2)[CH2:19][CH2:18][CH2:17][CH2:16][CH2:15]1. Procedure: To a suspension of 8.6 g. (0.3 mole) of 4-amino-N-(1-cyclohexyl-3-pyrrolidinyl)benzamide in 50 ml. of chloroform was added dropwise with stirring, 3.37 g. (0.03 mole) of acetic anhydride. The mixture was stirred for 30 minutes and the solution extracted with dilute sodium hydroxide. The chloroform layer was dried over sodium sulfate, filtered and concentrated. The residue was dissolved in hot ethyl acetate and an equivalent amount of isopropyl ether added to precipitate the product. After recrys...